This data is from the Open Reaction Database (ORD), a public repository of structured organic reaction records. The task is: describe an organic reaction: reactants, conditions, products, and yield The reactants are C(#N)C=1N=CC(=NC1NC1=CC=C(C=C1)C(=O)N1CCOCC1)N1C[C@@H](CCC1)NC(OC(C)(C)C)=O ((R)-tert-butyl 1-(5-cyano-6-(4-(morpholine-4-carbonyl)phenylamino)pyrazin-2-yl)piperidin-3-ylcarbamate), [OH-].[Na+] (NaOH), OO (H2O2). Solvent: CO (MeOH), CS(=O)C (DMSO), C(C)#N (acetonitrile), CCOC(=O)C (EtOAc). Reaction conditions: time 20 minute. The product is C(N)(=O)C=1N=CC(=NC1NC1=CC=C(C=C1)C(=O)N1CCOCC1)N1C[C@@H](CCC1)NC(OC(C)(C)C)=O ((R)-tert-butyl 1-(5-carbamoyl-6-(4-(morpholine-4-carbonyl)phenylamino)pyrazin-2-yl)piperidin-3-ylcarbamate). Isolated yield 95.0%. RXN SMILES: [C:1]([C:3]1[N:4]=[CH:5][C:6]([N:24]2[CH2:29][CH2:28][CH2:27][C@@H:26]([NH:30][C:31](=[O:37])[O:32][C:33]([CH3:36])([CH3:35])[CH3:34])[CH2:25]2)=[N:7][C:8]=1[NH:9][C:10]1[CH:15]=[CH:14][C:13]([C:16]([N:18]2[CH2:23][CH2:22][O:21][CH2:20][CH2:19]2)=[O:17])=[CH:12][CH:11]=1)#[N:2].[OH-:38].[Na+].OO>CO.CS(C)=O.C(#N)C.CCOC(C)=O>[C:1]([C:3]1[N:4]=[CH:5][C:6]([N:24]2[CH2:29][CH2:28][CH2:27][C@@H:26]([NH:30][C:31](=[O:37])[O:32][C:33]([CH3:34])([CH3:36])[CH3:35])[CH2:25]2)=[N:7][C:8]=1[NH:9][C:10]1[CH:11]=[CH:12][C:13]([C:16]([N:18]2[CH2:23][CH2:22][O:21][CH2:20][CH2:19]2)=[O:17])=[CH:14][CH:15]=1)(=[O:38])[NH2:2] |f:1.2|. Procedure details: To a solution of (R)-tert-butyl 1-(5-cyano-6-(4-(morpholine-4-carbonyl)phenylamino)pyrazin-2-yl)piperidin-3-ylcarbamate (88) in MeOH (15 mL) and DMSO (1.5 mL) was added solid NaOH (200 mg) and 30% H2O2 (1.5 mL). The mixture was stirred at RT for 20 min, diluted with acetonitrile (10 mL), and EtOAc (200 mL) 10 min later. The organic phase was washed with water ×2, dried, and concentrated in vacuo. The residue was subjected to flash column chromatography with 0 to 7% MeOH in DCM to isolate (R)-ter... Starting materials: Cl (hydrochloric acid), C(C)(C)(C)[SiH2]OC(C1=CC(=C(C=C1)NC(=O)C=1C=NN2C1N=CC=C2)OC)(C)C (pyrazolo[1,5-a]pyrimidine-3-carboxylic acid [4-(tert-butyl-dimethyl-silanyloxymethyl)-2-methoxy-phenyl]-amide), ClCCl (dichloromethane), Cl (hydrochloric acid). Reaction conditions: time 10 minute. The product is COC1=C(C=CC(=C1)COC)NC(=O)C=1C=NN2C1N=CC=C2 (pyrazolo[1,5-a]pyrimidine-3-carboxylic acid (2-methoxy-4-methoxymethyl-phenyl)-amide), OCC1=CC(=C(C=C1)NC(=O)C=1C=NN2C1N=CC=C2)OC (pyrazolo[1,5-a]pyrimidine-3-carboxylic acid (4-hydroxymethyl-2-methoxy-phenyl)-amide). As a reaction SMILES: Cl.C([SiH2][O:7][C:8](C)(C)[C:9]1[CH:14]=[CH:13][C:12]([NH:15][C:16]([C:18]2[CH:19]=[N:20][N:21]3[CH:26]=[CH:25][CH:24]=[N:23][C:22]=23)=[O:17])=[C:11]([O:27][CH3:28])[CH:10]=1)(C)(C)C.Cl[CH2:32]Cl>>[CH3:28][O:27][C:11]1[CH:10]=[C:9]([CH2:8][O:7][CH3:32])[CH:14]=[CH:13][C:12]=1[NH:15][C:16]([C:18]1[CH:19]=[N:20][N:21]2[CH:26]=[CH:25][CH:24]=[N:23][C:22]=12)=[O:17].[OH:7][CH2:8][C:9]1[CH:14]=[CH:13][C:12]([NH:15][C:16]([C:18]2[CH:19]=[N:20][N:21]3[CH:26]=[CH:25][CH:24]=[N:23][C:22]=23)=[O:17])=[C:11]([O:27][CH3:28])[CH:10]=1. Reported procedure: A solution of hydrochloric acid (1 M in Et2O, 2 mL) was added to a solution of pyrazolo[1,5-a]pyrimidine-3-carboxylic acid [4-(tert-butyl-dimethyl-silanyloxymethyl)-2-methoxy-phenyl]-amide (160 mg, 0.388 mmol) in dichloromethane (20 mL) and the resulting mixture was stirred at room temperature for 10 minutes. A second aliquot of solution of hydrochloric acid (1 M in Et2O, 2 mL) was added and the reaction mixture was stirred for 1 hour. The resulting mixture was evaporated under reduced pressure ... Starting materials: FC(C=1C=C(C=C(C1)C(F)(F)F)C(C)N(C1=NC=C(C=N1)OCCSC)CC1=C(C=CC(=C1)C(F)(F)F)N(CC)CC1CCCC1)(F)F (N-{1-[3,5-bis(trifluoromethyl)phenyl]ethyl}-N-({2-[(cyclopentylmethyl)(ethyl)amino]-5-(trifluoromethyl)phenyl}methyl)-5-[2-(methylthio)ethoxy]pyrimidin-2-amine), OO (hydrogen peroxide), C(C)#N (acetonitrile), S(=O)([O-])[O-].[Na+].[Na+] (sodium sulfite). Reaction conditions: time 23 hour. Procedure: To a solution of N-{1-[3,5-bis(trifluoromethyl)phenyl]ethyl}-N-({2-[(cyclopentylmethyl)(ethyl)amino]-5-(trifluoromethyl)phenyl}methyl)-5-[2-(methylthio)ethoxy]pyrimidin-2-amine (348 mg, 0.49 mmol) obtained in Example 1 in acetonitrile (7 mL) was added molybdenum dioxide dichloride (14.6 mg, 0.073 mmol) and 30% aqueous hydrogen peroxide (220 mg, 1.94 mmol), and the mixture was stirred at room temperature for 23 hours. The reaction mixture was added with saturated aqueous sodium sulfite, and extra... The yield is 81.0%. Yields the product FC(C=1C=C(C=C(C1)C(F)(F)F)C(C)N(C1=NC=C(C=N1)OCCS(=O)C)CC1=C(C=CC(=C1)C(F)(F)F)N(CC)CC1CCCC1)(F)F (N-{1-[3,5-bis(trifluoromethyl)phenyl]ethyl}-N-({2-[(cyclopentylmethyl)(ethyl)amino]-5-(trifluoromethyl)phenyl}methyl)-5-[2-(methylsulfinyl)ethoxy]pyrimidin-2-amine), FC(C=1C=C(C=C(C1)C(F)(F)F)C(C)N(C1=NC=C(C=N1)OCCS(=O)(=O)C)CC1=C(C=CC(=C1)C(F)(F)F)N(CC)CC1CCCC1)(F)F (N-{1-[3,5-bis(trifluoromethyl)phenyl]ethyl}-N-({2-[(cyclopentylmethyl)(ethyl)amino]-5-(trifluoromethyl)phenyl}methyl)-5-[2-(methylsulfonyl)ethoxy]pyrimidin-2-amine). RXN SMILES: [F:1][C:2]([F:48])([F:47])[C:3]1[CH:4]=[C:5]([CH:13]([N:15]([CH2:27][C:28]2[CH:33]=[C:32]([C:34]([F:37])([F:36])[F:35])[CH:31]=[CH:30][C:29]=2[N:38]([CH2:41][CH:42]2[CH2:46][CH2:45][CH2:44][CH2:43]2)[CH2:39][CH3:40])[C:16]2[N:21]=[CH:20][C:19]([O:22][CH2:23][CH2:24][S:25][CH3:26])=[CH:18][N:17]=2)[CH3:14])[CH:6]=[C:7]([C:9]([F:12])([F:11])[F:10])[CH:8]=1.OO.[S:51]([O-:54])([O-])=[O:52].[Na+].[Na+].[C:57](#N)C>[Cl-].[Cl-].[Mo+2](=O)=O>[F:48][C:2]([F:1])([F:47])[C:3]1[CH:4]=[C:5]([CH:13]([N:15]([CH2:27][C:28]2[CH:33]=[C:32]([C:34]([F:35])([F:36])[F:37])[CH:31]=[CH:30][C:29]=2[N:38]([CH2:41][CH:42]2[CH2:43][CH2:44][CH2:45][CH2:46]2)[CH2:39][CH3:40])[C:16]2[N:17]=[CH:18][C:19]([O:22][CH2:23][CH2:24][S:25]([CH3:26])=[O:52])=[CH:20][N:21]=2)[CH3:14])[CH:6]=[C:7]([C:9]([F:12])([F:11])[F:10])[CH:8]=1.[F:48][C:2]([F:1])([F:47])[C:3]1[CH:4]=[C:5]([CH:13]([N:15]([CH2:27][C:28]2[CH:33]=[C:32]([C:34]([F:35])([F:36])[F:37])[CH:31]=[CH:30][C:29]=2[N:38]([CH2:41][CH:42]2[CH2:43][CH2:44][CH2:45][CH2:46]2)[CH2:39][CH3:40])[C:16]2[N:17]=[CH:18][C:19]([O:22][CH2:23][CH2:24][S:51]([CH3:57])(=[O:54])=[O:52])=[CH:20][N:21]=2)[CH3:14])[CH:6]=[C:7]([C:9]([F:10])([F:12])[F:11])[CH:8]=1 |f:2.3.4,6.7.8|. The reagents and catalysts are [Cl-].[Cl-].[Mo+2](=O)=O (molybdenum dioxide dichloride).